From a dataset of the Open Reaction Database (ORD), a public repository of structured organic reaction records. describe an organic reaction: reactants, conditions, products, and yield Starting materials: NC(=O)c1cc([N+](=O)[O-])cnc1C(Br)Br, O=C([O-])O, CC(=O)OC(C)=O, [Na+], O=S(=O)(O)O. Product: CC(=O)NC(=O)c1cc([N+](=O)[O-])cnc1C(Br)Br. As a reaction SMILES: [Br:1][CH:2]([c:3]1[c:4]([C:5](=[O:6])[NH2:7])[cH:8][c:9]([N+:12](=[O:13])[O-:14])[cH:10][n:11]1)[Br:15].[C:28](=[O:29])([OH:30])[O-:31].[CH3:16][C:17](=[O:18])[O:19][C:20](=[O:21])[CH3:22].[Na+:32].[S:23](=[O:24])(=[O:25])([OH:26])[OH:27]>>[Br:1][CH:2]([c:3]1[c:4]([C:5](=[O:6])[NH:7][C:17]([CH3:16])=[O:18])[cH:8][c:9]([N+:12](=[O:13])[O-:14])[cH:10][n:11]1)[Br:15]. Starting materials: C(C)OC(=O)C=1C2=C(SC1NC(C)=O)C(C(CC2)(Br)CCCC)=O (2-Acetylamino-6-butyl-6-bromo-7-oxo-4,5,6,7-tetrahydro-benzo[b]thiophene-3-carboxylic acid ethyl ester), [Li+].[Br-] (LiBr), Li2CO3. The product is C(C)OC(=O)C=1C2=C(SC1NC(C)=O)C(=C(C=C2)CCCC)O (2-Acetylamino-6-butyl-7-hydroxy-benzo[b]thiophene-3-carboxylic acid ethyl ester). Isolated yield 52.3%. RXN SMILES: [CH2:1]([O:3][C:4]([C:6]1[C:7]2[CH2:18][CH2:17][C:16]([CH2:20][CH2:21][CH2:22][CH3:23])(Br)[C:15](=[O:24])[C:8]=2[S:9][C:10]=1[NH:11][C:12](=[O:14])[CH3:13])=[O:5])[CH3:2].[Li+].[Br-]>>[CH2:1]([O:3][C:4]([C:6]1[C:7]2[CH:18]=[CH:17][C:16]([CH2:20][CH2:21][CH2:22][CH3:23])=[C:15]([OH:24])[C:8]=2[S:9][C:10]=1[NH:11][C:12](=[O:14])[CH3:13])=[O:5])[CH3:2] |f:1.2|. Reported procedure: Compound 04-5 (4.74 g, 10.9 mmol) was converted with LiBr (1.1 g, 12.5 mmol, 1.1 equiv.), Li2CO3 (0.9 g, 12.5 mmol, 1.1 equiv.) to 04-6 using the procedure for 02-6. The crude product was filtered off after aqueous workup, washed with H2O and Et2O (25 mL) to give 04-6 (1.9 g, 5.7 mmol, 50%) as a grey solid. The mother liquor was evaporated and treated with Et2O to give a second crop of 04-6 (0.6 g, 1.9 mmol, 17%) as a brownish solid (total yield of 04-6: 2.6 g, 7.6 mmol, 67%). The reactants are O=C(Cl)c1ccc(Cl)c(Br)c1, CC#N, Cc1cccc(O)c1N, [Na+], O=C([O-])O, O. Product: Cc1cccc(O)c1NC(=O)c1ccc(Cl)c(Br)c1. Reaction SMILES: [Br:15][c:16]1[cH:17][c:18]([C:19](=[O:20])[Cl:21])[cH:22][cH:23][c:24]1[Cl:25].[CH3:26][C:27]#[N:28].[NH2:1][c:2]1[c:3]([CH3:9])[cH:4][cH:5][cH:6][c:7]1[OH:8].[Na+:14].[O-:10][C:11]([OH:12])=[O:13].[OH2:29]>>[NH:1]([c:2]1[c:3]([CH3:9])[cH:4][cH:5][cH:6][c:7]1[OH:8])[C:19]([c:18]1[cH:17][c:16]([Br:15])[c:24]([Cl:25])[cH:23][cH:22]1)=[O:20].